This data is from the Open Reaction Database (ORD), a public repository of structured organic reaction records. The task is: describe an organic reaction: reactants, conditions, products, and yield Starting materials: OC(CC1=CC(=C(C#N)C=C1)F)CO (4-(2,3-dihydroxypropyl)-2-fluorobenzonitrile), NaIO4. The solvent is CO (methanol), O (water). Reaction conditions: temperature 0 celsius, time 2 hour. The product is FC1=C(C#N)C=CC(=C1)CC=O (2-fluoro-4-(2-oxoethyl)benzonitrile). As a reaction SMILES: [OH:1][CH:2](CO)[CH2:3][C:4]1[CH:11]=[CH:10][C:7]([C:8]#[N:9])=[C:6]([F:12])[CH:5]=1>CO.O>[F:12][C:6]1[CH:5]=[C:4]([CH2:3][CH:2]=[O:1])[CH:11]=[CH:10][C:7]=1[C:8]#[N:9]. Reported procedure: A solution of 4-(2,3-dihydroxypropyl)-2-fluorobenzonitrile (500 mg, 2.6 mmol) in 10 mL of methanol and 3 mL of water was cooled to 0° C. by ice bath, then NaIO4 (820 mg, 3.8 mmol) was added and the mixture was stirred at 0° C. for two hours. The reaction was monitored according to TLC. The mixture was filtered and concentrated. The residue was dissolved in DCM, dried over anhydrous sodium sulfate, and then purified by flash column chromatography to give 2-fluoro-4-(2-oxoethyl)benzonitrile. MS m/... Starting materials: C(C1=CC=CC=C1)(=O)NCC(C(=O)OC)C(C)=O (methyl 2-benzamidomethyl-3-ketobutyrate), C(C)(C)O (isopropylalcohol), triethanolamine(chloride), NADP Na. The solvent is N(CCO)(CCO)CCO (triethanolamine), C(C)#N (acetonitrile). The product is COC([C@H]([C@@H](C)O)CNC(C1=CC=CC=C1)=O)=O ((2S,3R)-methyl-2-benzamidomethyl-3-hydroxybutyrate). Yield: 105.0%. As a reaction SMILES: [C:1]([NH:9][CH2:10][CH:11]([C:16](=[O:18])[CH3:17])[C:12]([O:14][CH3:15])=[O:13])(=[O:8])[C:2]1[CH:7]=[CH:6][CH:5]=[CH:4][CH:3]=1.C(O)(C)C>N(CCO)(CCO)CCO.C(#N)C>[CH3:15][O:14][C:12](=[O:13])[C@@H:11]([CH2:10][NH:9][C:1](=[O:8])[C:2]1[CH:3]=[CH:4][CH:5]=[CH:6][CH:7]=1)[C@H:16]([OH:18])[CH3:17]. Procedure: A 250 ml 3-neck flask with overhead stirrer was charged with methyl 2-benzamidomethyl-3-ketobutyrate (25 g), isopropylalcohol (37.5 ml) and 0.1 M triethanolamine(chloride)/0.04 M MgSO4 buffer pH7.2 (30 ml). The reaction mixture is stirred and temperature brought up to 37° C. using an oil bath. The reaction is started with the addition of 0.5 ml 19 g/L NADP-Na followed by 2.5 ml 30 g/L KRED of SEQ ID No. 10; both as solutions in 0.1 M triethanolamine (chloride)/0.04 M MgSO4 buffer pH 7.2. The rea... Starting materials: CC(C)[Si](C(C)C)(C(C)C)n1cc(C(=O)c2c(F)ccc(N(Cc3ccccc3)Cc3ccccc3)c2F)c2cc(-c3cccnc3)cnc21, CO, [H][H], [OH-], [OH-], [Pd+2]. Product: CC(C)[Si](C(C)C)(C(C)C)n1cc(C(=O)c2c(F)ccc(N)c2F)c2cc(-c3cccnc3)cnc21. As a reaction SMILES: [CH2:1]([N:8]([CH2:2][c:3]1[cH:4][cH:5][cH:6][cH:7][cH:44]1)[c:9]1[c:10]([F:43])[c:11]([C:16](=[O:17])[c:18]2[cH:19][n:20]([Si:33]([CH:34]([CH3:35])[CH3:36])([CH:37]([CH3:38])[CH3:39])[CH:40]([CH3:41])[CH3:42])[c:21]3[n:22][cH:23][c:24](-[c:27]4[cH:28][n:29][cH:30][cH:31][cH:32]4)[cH:25][c:26]23)[c:12]([F:15])[cH:13][cH:14]1)[c:45]1[cH:46][cH:47][cH:48][cH:49][cH:50]1.[CH3:53][OH:54].[H:51][H:52].[OH-:55].[OH-:57].[Pd+2:56]>>[NH2:8][c:9]1[c:10]([F:43])[c:11]([C:16](=[O:17])[c:18]2[cH:19][n:20]([Si:33]([CH:34]([CH3:35])[CH3:36])([CH:37]([CH3:38])[CH3:39])[CH:40]([CH3:41])[CH3:42])[c:21]3[n:22][cH:23][c:24](-[c:27]4[cH:28][n:29][cH:30][cH:31][cH:32]4)[cH:25][c:26]23)[c:12]([F:15])[cH:13][cH:14]1.